This data is from the Open Reaction Database (ORD), a public repository of structured organic reaction records. The task is: describe an organic reaction: reactants, conditions, products, and yield Reactants: Br, COc1cc2c(c3c1OC(C)(C)C3)C(c1ccccc1)=NC(C)(C)C2. The product is Br, CC1(C)Cc2cc(O)c3c(c2C(c2ccccc2)=N1)CC(C)(C)O3. Reaction SMILES: [BrH:1].[CH3:2][O:3][c:4]1[cH:5][c:6]2[c:11]([c:12]3[c:13]1[O:14][C:15]([CH3:17])([CH3:18])[CH2:16]3)[C:10]([c:19]1[cH:20][cH:21][cH:22][cH:23][cH:24]1)=[N:9][C:8]([CH3:25])([CH3:26])[CH2:7]2>>[BrH:1].[OH:3][c:4]1[cH:5][c:6]2[c:11]([c:12]3[c:13]1[O:14][C:15]([CH3:17])([CH3:18])[CH2:16]3)[C:10]([c:19]1[cH:20][cH:21][cH:22][cH:23][cH:24]1)=[N:9][C:8]([CH3:25])([CH3:26])[CH2:7]2.